This data is from the Open Reaction Database (ORD), a public repository of structured organic reaction records. The task is: describe an organic reaction: reactants, conditions, products, and yield Starting materials: CCBr, CC(C)(C)C(O)C(Oc1ccc(Cl)cc1Cl)n1ccnc1, [H-], [Na+], C1COCCO1. The product is CCOC(C(Oc1ccc(Cl)cc1Cl)n1ccnc1)C(C)(C)C. Reaction SMILES: [CH2:24]([CH3:25])[Br:26].[Cl:1][c:2]1[c:3]([O:4][CH:5]([CH:6]([C:7]([CH3:8])([CH3:9])[CH3:10])[OH:11])[n:12]2[cH:13][n:14][cH:15][cH:16]2)[cH:17][cH:18][c:19]([Cl:21])[cH:20]1.[H-:22].[Na+:23].[O:27]1[CH2:28][CH2:29][O:30][CH2:31][CH2:32]1>>[Cl:1][c:2]1[c:3]([O:4][CH:5]([CH:6]([C:7]([CH3:8])([CH3:9])[CH3:10])[O:11][CH2:24][CH3:25])[n:12]2[cH:13][n:14][cH:15][cH:16]2)[cH:17][cH:18][c:19]([Cl:21])[cH:20]1. Starting materials: O=Cc1cc(F)c2nc(Br)sc2c1, C1COCCO1, CC(C)N, Cl, [Na+], O=C([O-])O. Product: CC(C)Nc1nc2c(F)cc(C=O)cc2s1. Reaction SMILES: [Br:1][c:2]1[s:3][c:4]2[c:5]([n:6]1)[c:7]([F:13])[cH:8][c:9]([CH:11]=[O:12])[cH:10]2.[CH2:24]1[O:25][CH2:26][CH2:27][O:28][CH2:29]1.[CH3:14][CH:15]([CH3:16])[NH2:17].[ClH:18].[Na+:23].[O-:19][C:20]([OH:21])=[O:22]>>[c:2]1([NH:17][CH:15]([CH3:14])[CH3:16])[s:3][c:4]2[c:5]([n:6]1)[c:7]([F:13])[cH:8][c:9]([CH:11]=[O:12])[cH:10]2.